From a dataset of the Open Reaction Database (ORD), a public repository of structured organic reaction records. describe an organic reaction: reactants, conditions, products, and yield The reactants are 4-tert-butylcalix(4)arene, XXV, C1(=CC=CC=C1)C (toluene), Cl (HCl), [Al+3].[Cl-].[Cl-].[Cl-] (AlCl3). Conditions: time 2 hour. Yields the product C1C2=CC(=CC=C2)CC3=CC(=CC=C3)CC4=CC=CC(=C4)CC5=CC=CC1=C5 (Calix(4)arene). Isolated yield 66.0%. RXN SMILES: [Al+3].[Cl-].[Cl-].[Cl-].Cl.[C:6]1([CH3:12])[CH:11]=[CH:10][CH:9]=[CH:8][CH:7]=1>>[CH2:12]1[C:10]2=[CH:11][C:6](=[CH:7][CH:8]=[CH:9]2)[CH2:12][C:10]2=[CH:11][C:6](=[CH:7][CH:8]=[CH:9]2)[CH2:12][C:8]2=[CH:9][CH:10]=[CH:11][C:6](=[CH:7]2)[CH2:12][C:8]2=[CH:9][CH:10]=[CH:11][C:6]1=[CH:7]2 |f:0.1.2.3|. Procedure details: Calix(4)arene XXVI is prepared from 4-tert-butylcalix(4)arene (XXV; FIG. 13) as described (Gutsche, Levine, and Sujeeth, 1985). A hot solution of 5.0 g (6.75 mmol) of XXV in 250 ml of toluene is placed in a 500 ml three-necked round-bottom flask fitted with a mechanical stirrer and a gas inlet tube. The solution is cooled to 50°-55° C., treated with 5.0 g (37 mmol) of anhydrous AlCl3, and stirred for 2 h at 50°-55° C. in an inert atmosphere. The mixture is cooled in an ice bath and stirred with ... The reactants are CON(C(=O)C1=C(N=CO1)C)C (N-methoxy-N-methyl-4-methyl-5-oxazolecarboxamide), BrC1=COC=C1 (3-Bromofuran), C(CCC)[Li] (n-butyllithium), [Cl-].[Na+] (sodium chloride). Run in C(C)OCC (diethylether), C(C)O (Ethanol), C(C)OCC (diethylether). Run at temperature -70 celsius, time 30 minute. The product is CC=1N=COC1C(=O)C1=COC=C1 (3-Furyl 4-Methyl-5-oxazolyl Ketone). RXN SMILES: Br[C:2]1[CH:6]=[CH:5][O:4][CH:3]=1.C([Li])CCC.CON(C)[C:15]([C:17]1[O:21][CH:20]=[N:19][C:18]=1[CH3:22])=[O:16].[Cl-].[Na+]>C(OCC)C.C(O)C>[CH3:22][C:18]1[N:19]=[CH:20][O:21][C:17]=1[C:15]([C:2]1[CH:6]=[CH:5][O:4][CH:3]=1)=[O:16] |f:3.4|. Reported procedure: 3-Bromofuran (2.5 g) in dry diethylether was stirred and cooled to -70° C. under an atmosphere of dry nitrogen and n-butyllithium (2.5M solution in hexane, 6.8 ml) was added dropwise. After 30 minutes, N-methoxy-N-methyl-4-methyl-5-oxazolecarboxamide (2.89 g) in dry diethylether was added dropwise. After a further 30 minutes the mixture was allowed to warm to room temperature. Ethanol (5 ml) was added followed by saturated aqueous sodium chloride. The mixture was extracted with dichloromethane a... Reactants: FC=1C=C(OCC(=O)N\C(=C/C(=O)OC)\C)C=CC1 (methyl 3-(2-(3-fluorophenoxy)acetamido)crotonate), FC=1C=C(N)C=CC1N1CCOCC1 (3-fluoro-4-morpholinoaniline), C[Al](C)C (trimethylaluminium), N#N (N2). The solvent is C(Cl)Cl (CH2Cl2), C(Cl)Cl (CH2Cl2). Reaction conditions: time 30 minute. Yields the product FC=1C=C(C=CC1N1CCOCC1)N1C(=NC(=CC1=O)C)COC1=CC(=CC=C1)F (3-(3-fluoro-4-morpholinophenyl)-2-((3-fluorophenoxy)methyl)-6-methyl-pyrimidin-4(3H)-one). Yield: 20.7%. RXN SMILES: [F:1][C:2]1[CH:3]=[C:4]([CH:6]=[CH:7][C:8]=1[N:9]1[CH2:14][CH2:13][O:12][CH2:11][CH2:10]1)[NH2:5].C[Al](C)C.N#N.[F:21][C:22]1[CH:23]=[C:24]([CH:37]=[CH:38][CH:39]=1)[O:25][CH2:26][C:27]([NH:29]/[C:30](/[CH3:36])=[CH:31]\[C:32](OC)=[O:33])=O>C(Cl)Cl>[F:1][C:2]1[CH:3]=[C:4]([N:5]2[C:32](=[O:33])[CH:31]=[C:30]([CH3:36])[N:29]=[C:27]2[CH2:26][O:25][C:24]2[CH:37]=[CH:38][CH:39]=[C:22]([F:21])[CH:23]=2)[CH:6]=[CH:7][C:8]=1[N:9]1[CH2:14][CH2:13][O:12][CH2:11][CH2:10]1. Reported procedure: To a solution of 3-fluoro-4-morpholinoaniline (0.55 g, 2.80 mmol) in anhydrous CH2Cl2 (40 mL) was added trimethylaluminium (2.0 mL, 4 mmol, 2 M in heptane) carefully under N2 at rt. The mixture was stirred at rt for 30 min, followed by the addition of a solution of methyl 3-(2-(3-fluorophenoxy)acetamido)crotonate (0.75 g, 2.80 mmol) in anhydrous CH2Cl2 (10 mL). The reaction mixture was stirred for another 7 h, then quenched with an appropriate amount of water and washed with brine twice. The org... The reactants are BrC=1C=CC(=C(C(=O)O)C1)Cl (5-bromo-2-chlorobenzoic acid), C1(=C(C=CC=C1)N)N (o-phenylenediamine), CS(=O)(=O)O (methansulfonic acid). Run in [OH-].[Na+] (NaOH). Run at temperature 170 celsius, time 5 hour. Product: BrC=1C=CC(=C(C1)C1=NC2=C(N1)C=CC=C2)Cl (2-(5-bromo-2-chlorophenyl)-1H-benzoimidazole). Reaction SMILES: [Br:1][C:2]1[CH:3]=[CH:4][C:5]([Cl:11])=[C:6]([CH:10]=1)[C:7](O)=O.[C:12]1([NH2:19])[CH:17]=[CH:16][CH:15]=[CH:14][C:13]=1[NH2:18].CS(O)(=O)=O>[OH-].[Na+]>[Br:1][C:2]1[CH:3]=[CH:4][C:5]([Cl:11])=[C:6]([C:7]2[NH:19][C:12]3[CH:17]=[CH:16][CH:15]=[CH:14][C:13]=3[N:18]=2)[CH:10]=1 |f:3.4|. Reported procedure: Method 2—Step a Into a one necked round bottomed flask equipped with a magnetic stirrer, 5-bromo-2-chlorobenzoic acid (70.0 g, 297.3 mmol), o-phenylenediamine (64.3 g, 594.6 mmol) and methansulfonic acid (140 mL) were placed and heated to 170° C. in order to melt the solids. The system was stirred 5 h at this temperature, then left to come rt. The blue solid was treated with NaOH 35% (200 mL) obtaining a violet suspension (pH 5) that was filtered and washed with NaOH 0.5 M (2 L) and H2O (2 L). T... Reactants: C(C)(C)(C)OC(=O)N1[C@H]([C@H](CCC1)NCC1=C(C=CC(=C1)C(C(F)(F)F)C(F)(F)F)OC)C1=CC=CC=C1 ((2S, 3S)-1-tert-Butoxycarbonyl-2-phenyl-3-(5-(2,2,2-trifluoro-1-(trifluoromethyl)ethyl)-2-methoxybenzyl)aminopiperidine), Cl (HCl), C(=O)(O)[O-].[Na+] (NaHCO3). Solvent: CCOC(=O)C (AcOEt). Reaction conditions: time 45 minute. The product is C1(=CC=CC=C1)[C@@H]1NCCC[C@@H]1NCC1=C(C=CC(=C1)C(C(F)(F)F)C(F)(F)F)OC ((2S, 3S)-2-Phenyl-3-(5-(2,2,2-trifluoro-1-(trifluoromethyl)ethyl)-2-methoxybenzyl)aminopiperidine). Yield: 115.2%. RXN SMILES: C(OC([N:8]1[CH2:13][CH2:12][CH2:11][C@H:10]([NH:14][CH2:15][C:16]2[CH:21]=[C:20]([CH:22]([C:27]([F:30])([F:29])[F:28])[C:23]([F:26])([F:25])[F:24])[CH:19]=[CH:18][C:17]=2[O:31][CH3:32])[C@@H:9]1[C:33]1[CH:38]=[CH:37][CH:36]=[CH:35][CH:34]=1)=O)(C)(C)C.Cl.C([O-])(O)=O.[Na+]>CCOC(C)=O>[C:33]1([C@H:9]2[C@@H:10]([NH:14][CH2:15][C:16]3[CH:21]=[C:20]([CH:22]([C:27]([F:28])([F:29])[F:30])[C:23]([F:24])([F:25])[F:26])[CH:19]=[CH:18][C:17]=3[O:31][CH3:32])[CH2:11][CH2:12][CH2:13][NH:8]2)[CH:34]=[CH:35][CH:36]=[CH:37][CH:38]=1 |f:2.3|. Procedure details: To a solution of Compound 13 (170 mg) in AcOEt (6 ml) was added conc. HCl (1 ml). The mixture was stirred at room temperature for 45 minutes. The mixture was poured into NaHCO3 aq., and extracted with CH2Cl2. The combined extracts were dried (Na2SO4), and concentrated in vacuo to give Compound 14 (160 mg) as a yellow oil. Reactants: O=C(CC(=O)Nc1ccc(Oc2ccnc3ccsc23)c(F)c1)Nc1ccccc1, Cn1ccnc1-c1cc2nccc(Oc3ccc(N)cc3F)c2s1, CN(C)C1CCN(C(=O)c2cc3nccc(Oc4ccc(N)cc4F)c3s2)C1. Product: CN(C)C1CCN(C(=O)c2cc3nccc(Oc4ccc(NC(=O)CC(=O)Nc5ccccc5)cc4F)c3s2)C1. As a reaction SMILES: [F:1][c:2]1[cH:3][c:4]([NH:18][C:19]([CH2:20][C:21](=[O:22])[NH:23][c:24]2[cH:25][cH:26][cH:27][cH:28][cH:29]2)=[O:30])[cH:5][cH:6][c:7]1[O:8][c:9]1[c:10]2[c:11]([n:12][cH:13][cH:14]1)[cH:15][cH:16][s:17]2.[F:31][c:32]1[cH:33][c:34]([NH2:35])[cH:36][cH:37][c:38]1[O:39][c:40]1[cH:41][cH:42][n:43][c:44]2[cH:45][c:46](-[c:47]3[n:48]([CH3:49])[cH:50][cH:51][n:52]3)[s:53][c:54]12.[NH2:55][c:56]1[cH:57][cH:58][c:59]([O:60][c:61]2[cH:62][cH:63][n:64][c:65]3[cH:66][c:67]([C:70](=[O:71])[N:72]4[CH2:73][CH:74]([N:77]([CH3:78])[CH3:79])[CH2:75][CH2:76]4)[s:68][c:69]23)[c:80]([F:81])[cH:82]1>>[F:1][c:2]1[cH:3][c:4]([NH:18][C:19]([CH2:20][C:21](=[O:22])[NH:23][c:24]2[cH:25][cH:26][cH:27][cH:28][cH:29]2)=[O:30])[cH:5][cH:6][c:7]1[O:8][c:9]1[c:10]2[c:11]([n:12][cH:13][cH:14]1)[cH:15][c:16]([C:70](=[O:71])[N:72]1[CH2:73][CH:74]([N:77]([CH3:78])[CH3:79])[CH2:75][CH2:76]1)[s:17]2. Starting materials: C(CC)C=1N(C=C(N1)CCN)CC1=CC=C(C=C1)C1=C(C=CC=C1)C1=NN=NN1C(C1=CC=CC=C1)(C1=CC=CC=C1)C1=CC=CC=C1 (2-n-propyl-4-(2-aminoethyl)-1-[2'-(1-trityl-1H-tetrazol-5-yl)biphenyl-4-yl]methylimidazole), O.C(C=O)(=O)OCC (ethyl glyoxylate hydrate). The solvent is O1CCCC1 (tetrahydrofuran). Conditions: time 8 hour. The product is C(CC)C1=NC2=C(C(NCC2)C(=O)OCC)N1CC1=CC=C(C=C1)C1=C(C=CC=C1)C1=NN=NN1C(C1=CC=CC=C1)(C1=CC=CC=C1)C1=CC=CC=C1 (ethyl 2-n-propyl-3-[2'-(1-trityl-1H-tetrazol-5-yl)biphenyl-4-yl]methyl-4,5,6,7-tetrahydroimidazo[4,5-c]pyridine-4-carboxylate). The yield is 68.9%. As a reaction SMILES: [CH2:1]([C:4]1[N:5]([CH2:12][C:13]2[CH:18]=[CH:17][C:16]([C:19]3[CH:24]=[CH:23][CH:22]=[CH:21][C:20]=3[C:25]3[N:29]([C:30]([C:43]4[CH:48]=[CH:47][CH:46]=[CH:45][CH:44]=4)([C:37]4[CH:42]=[CH:41][CH:40]=[CH:39][CH:38]=4)[C:31]4[CH:36]=[CH:35][CH:34]=[CH:33][CH:32]=4)[N:28]=[N:27][N:26]=3)=[CH:15][CH:14]=2)[CH:6]=[C:7]([CH2:9][CH2:10][NH2:11])[N:8]=1)[CH2:2][CH3:3].O.[C:50]([O:54][CH2:55][CH3:56])(=[O:53])[CH:51]=O>O1CCCC1>[CH2:1]([C:4]1[N:5]([CH2:12][C:13]2[CH:14]=[CH:15][C:16]([C:19]3[CH:24]=[CH:23][CH:22]=[CH:21][C:20]=3[C:25]3[N:29]([C:30]([C:37]4[CH:38]=[CH:39][CH:40]=[CH:41][CH:42]=4)([C:31]4[CH:32]=[CH:33][CH:34]=[CH:35][CH:36]=4)[C:43]4[CH:48]=[CH:47][CH:46]=[CH:45][CH:44]=4)[N:28]=[N:27][N:26]=3)=[CH:17][CH:18]=2)[C:6]2[CH:51]([C:50]([O:54][CH2:55][CH3:56])=[O:53])[NH:11][CH2:10][CH2:9][C:7]=2[N:8]=1)[CH2:2][CH3:3] |f:1.2|. Reported procedure: A mixture of 2-n-propyl-4-(2-aminoethyl)-1-[2'-(1-trityl-1H-tetrazol-5-yl)biphenyl-4-yl]methylimidazole (6.92 g), ethyl glyoxylate hydrate (1.30 g) and tetrahydrofuran (70 ml) is stirred overnight at room temperature. The mixture is evaporated, and the residue is purified by silica gel column chromatography (solvent; chloroform/ethanol) to give ethyl 2-n-propyl-3-[2'-(1-trityl-1H-tetrazol-5-yl)biphenyl-4-yl]methyl-4,5,6,7-tetrahydroimidazo[4,5-c]pyridine-4-carboxylate (5.32 g) as a foam. Starting materials: C(C1=CC=CC=C1)OC(=O)N1[C@@H](C[C@H](C1)O)C=1OC(=CN1)C ((2S,4R)-4-hydroxy-2-(5-methyl-oxazol-2-yl)-pyrrolidine-1-carboxylic acid benzyl ester), C(C1=CC=CC=C1)OC(=O)N1[C@@H](C[C@@H](C1)N)C=1OC=CN1 ((2S,4S)-4-amino-2-oxazol-2-yl-pyrrolidine-1-carboxylic acid benzyl ester). The product is C(C1=CC=CC=C1)OC(=O)N1[C@@H](C[C@@H](C1)N)C=1OC(=CN1)C ((2S,4S)-4-Amino-2-(5-methyl-oxazol-2-yl)-pyrrolidine-1-carboxylic acid benzyl ester). RXN SMILES: [CH2:1]([O:8][C:9]([N:11]1[CH2:15][C@H:14](O)[CH2:13][C@H:12]1[C:17]1[O:18][C:19]([CH3:22])=[CH:20][N:21]=1)=[O:10])[C:2]1[CH:7]=[CH:6][CH:5]=[CH:4][CH:3]=1.C(OC([N:33]1C[C@@H](N)C[C@H]1C1OC=CN=1)=O)C1C=CC=CC=1>>[CH2:1]([O:8][C:9]([N:11]1[CH2:15][C@@H:14]([NH2:33])[CH2:13][C@H:12]1[C:17]1[O:18][C:19]([CH3:22])=[CH:20][N:21]=1)=[O:10])[C:2]1[CH:7]=[CH:6][CH:5]=[CH:4][CH:3]=1. Procedure details: (2S,4S)-4-Amino-2-(5-methyl-oxazol-2-yl)-pyrrolidine-1-carboxylic acid benzyl ester was prepared from (2S,4R)-4-hydroxy-2-(5-methyl-oxazol-2-yl)-pyrrolidine-1-carboxylic acid benzyl ester in a similar reaction sequence used in the preparation of (2S,4S)-4-amino-2-oxazol-2-yl-pyrrolidine-1-carboxylic acid benzyl ester. MS calcd. for C16H20N3O3 [(M+H)+] 302, obsd. 302. The reactants are Cc1ccc(C(O)c2ccc(C)cc2)cc1, ClCCl, O, O=S(=O)(O)O, O=c1cccc[nH]1. Yields the product Cc1ccc(C(c2ccc(C)cc2)c2ccc(=O)[nH]c2)cc1. As a reaction SMILES: [CH3:1][c:2]1[cH:3][cH:4][c:5]([CH:8]([OH:9])[c:10]2[cH:11][cH:12][c:13]([CH3:16])[cH:14][cH:15]2)[cH:6][cH:7]1.[Cl:30][CH2:31][Cl:32].[OH2:29].[S:24](=[O:25])(=[O:26])([OH:27])[OH:28].[nH:17]1[c:18](=[O:23])[cH:19][cH:20][cH:21][cH:22]1>>[CH3:1][c:2]1[cH:3][cH:4][c:5]([CH:8]([c:10]2[cH:11][cH:12][c:13]([CH3:16])[cH:14][cH:15]2)[c:21]2[cH:20][cH:19][c:18](=[O:23])[nH:17][cH:22]2)[cH:6][cH:7]1. The reagents and catalysts are C=1C=CC(=CC1)[P](C=2C=CC=CC2)(C=3C=CC=CC3)[Pd]([P](C=4C=CC=CC4)(C=5C=CC=CC5)C=6C=CC=CC6)([P](C=7C=CC=CC7)(C=8C=CC=CC8)C=9C=CC=CC9)[P](C=1C=CC=CC1)(C=1C=CC=CC1)C=1C=CC=CC1 (tetrakis(triphenylphosphine)palladium(0)). The product is BrC1=C(C=C(C=C1)C1=CC=C(C=C1)[C@@H]1CC[C@H](CC1)CCCCC)F (4-bromo-3-fluoro-4′-(trans-4-pentylcyclohexyl)biphenyl). Reactants: BrC1=C(C=C(C=C1)I)F (1-bromo-2-fluoro-4-iodobenzene), C([O-])([O-])=O.[Na+].[Na+] (sodium carbonate), C(C)O (ethanol), C(CCCC)[C@@H]1CC[C@H](CC1)C1=CC=C(C=C1)B(O)O (4-(trans-4-pentylcyclohexyl)phenylboronic acid). Procedure: First, 100 ml of ethanol containing 11.89 g of 4-(trans-4-pentylcyclohexyl)phenylboronic acid dissolved therein, 100 ml of benzene containing 10.0 g of 1-bromo-2-fluoro-4-iodobenzene dissolved therein, 33.2 ml of a sodium carbonate aqueous solution with a concentration of 2.0 mol/l, and 0.96 g of tetrakis(triphenylphosphine)palladium(0) were put in an argon-replaced 500 ml flask, and stirred under reflux for 16 hours. After the reaction, water and ether were added to the reaction solution for ex... Yield: 86.8%. RXN SMILES: C(O)C.[CH2:4]([C@H:9]1[CH2:14][CH2:13][C@H:12]([C:15]2[CH:20]=[CH:19][C:18](B(O)O)=[CH:17][CH:16]=2)[CH2:11][CH2:10]1)[CH2:5][CH2:6][CH2:7][CH3:8].[Br:24][C:25]1[CH:30]=[CH:29][C:28](I)=[CH:27][C:26]=1[F:32].C(=O)([O-])[O-].[Na+].[Na+]>C1C=CC([P]([Pd]([P](C2C=CC=CC=2)(C2C=CC=CC=2)C2C=CC=CC=2)([P](C2C=CC=CC=2)(C2C=CC=CC=2)C2C=CC=CC=2)[P](C2C=CC=CC=2)(C2C=CC=CC=2)C2C=CC=CC=2)(C2C=CC=CC=2)C2C=CC=CC=2)=CC=1.CCOCC.O.C1C=CC=CC=1>[Br:24][C:25]1[CH:30]=[CH:29][C:28]([C:18]2[CH:17]=[CH:16][C:15]([C@H:12]3[CH2:13][CH2:14][C@H:9]([CH2:4][CH2:5][CH2:6][CH2:7][CH3:8])[CH2:10][CH2:11]3)=[CH:20][CH:19]=2)=[CH:27][C:26]=1[F:32] |f:3.4.5,^1:42,44,63,82|. The solvent is CCOCC (ether), O (water), C1=CC=CC=C1 (benzene).